This data is from the Open Reaction Database (ORD), a public repository of structured organic reaction records. The task is: describe an organic reaction: reactants, conditions, products, and yield The reactants are S(=O)(=O)([O-])OOS(=O)(=O)[O-].[K+].[K+] (potassium persulfate), 60, COC(C=C)=O (methylacrylate), C(C)(=O)OC=C (vinyl acetate), C(C=C)(=O)O (acrylic acid), CC(C)C(C)(C)C(C)(C)C(C)(C)S (t-dodecylmercaptan), S(=O)(=O)([O-])OOS(=O)(=O)[O-].[K+].[K+] (potassium persulfate), [O-]P([O-])(=O)OP(=O)([O-])[O-].[Na+].[Na+].[Na+].[Na+] (sodium pyrophosphate), C(C=C)(=O)NC(CS(=O)(=O)O)(C)C (2-acrylamido-2-methyl-propane sulfonic acid), C(=C)S(=O)(=O)[O-].[Na+] (sodium vinyl sulfonate). Run in O (water), O (water). Run at temperature 90 celsius, time 1 hour. Yields the product aqueous solution, C(C)(=O)OC=C.COC(C=C)=O (vinyl acetate methylacrylate). Yield: 20.0%. As a reaction SMILES: S(OOS([O-])(=O)=O)([O-])(=O)=O.[K+].[K+].[O-]P(OP([O-])([O-])=O)(=O)[O-].[Na+].[Na+].[Na+].[Na+].C(NC(C)(C)CS(O)(=O)=O)(=O)C=C.C(S([O-])(=O)=O)=C.[Na+].[CH3:46][O:47][C:48](=[O:51])[CH:49]=[CH2:50].[C:52]([O:55][CH:56]=[CH2:57])(=[O:54])[CH3:53].C(O)(=O)C=C.CC(C(C(C(S)(C)C)(C)C)(C)C)C>O>[C:52]([O:55][CH:56]=[CH2:57])(=[O:54])[CH3:53].[CH3:46][O:47][C:48](=[O:51])[CH:49]=[CH2:50] |f:0.1.2,3.4.5.6.7,9.10,16.17|. Procedure details: A mixture of 6240 parts water, 30 parts potassium persulfate, 18 parts sodium pyrophosphate, 30 parts 2-acrylamido-2-methyl-propane sulfonic acid and 48 parts sodium vinyl sulfonate was placed in a polymerization vessel. The mixture was heated to a temperature from 80° C. to 83° C. Beginning at 78° C., a mixture of 2685 parts methylacrylate, 2985 parts vinyl acetate, 309.3 parts of acrylic acid and 30 parts of t-dodecylmercaptan (1) and a solution of 60 parts potassium persulfate in 2940 parts o...